From a dataset of the Open Reaction Database (ORD), a public repository of structured organic reaction records. describe an organic reaction: reactants, conditions, products, and yield Starting materials: CN=C=O (methyl isocyanate), ClC1=C(C=CC(=C1)Cl)C(CN1N=CN=C1)O (1-(2,4-dichlorophenyl)-1-hydroxy-2-(1,2,4-triazol-1-yl)-ethane). The reagents and catalysts are C(CCCCCCCCCCC)(=O)[O-].C(CCCCCCCCCCC)(=O)[O-].C(CCC)[Sn+2]CCCC (dibutyl-tin dilaurate). The solvent is C(C)(=O)OCC (ethyl acetate). Reaction conditions: time 8 hour. Yields the product ClC1=C(C=CC(=C1)Cl)C(CN1N=CN=C1)OC(NC)=O (1-(2,4-dichlorophenyl)-1-methylcarbamoyloxy-2-(1,2,4-triazol-1-yl)-ethane). The yield is 96.5%. Reaction SMILES: [CH3:1][N:2]=[C:3]=[O:4].[Cl:5][C:6]1[CH:11]=[C:10]([Cl:12])[CH:9]=[CH:8][C:7]=1[CH:13]([OH:20])[CH2:14][N:15]1[CH:19]=[N:18][CH:17]=[N:16]1>C([O-])(=O)CCCCCCCCCCC.C([O-])(=O)CCCCCCCCCCC.C([Sn+2]CCCC)CCC.C(OCC)(=O)C>[Cl:5][C:6]1[CH:11]=[C:10]([Cl:12])[CH:9]=[CH:8][C:7]=1[CH:13]([O:20][C:3](=[O:4])[NH:2][CH3:1])[CH2:14][N:15]1[CH:19]=[N:18][CH:17]=[N:16]1 |f:2.3.4|. Reported procedure: 5.7 g (0.1 mol) of methyl isocyanate and a few drops of dibutyl-tin dilaurate were added, while stirring, to 25.8 g (0.1 mol) of 1-(2,4-dichlorophenyl)-1-hydroxy-2-(1,2,4-triazol-1-yl)-ethane in 250 ml of ethyl acetate. The mixture was stirred overnight at 60°-65° C. It was then allowed to cool and the crystalline precipitate was filtered off and washed with ether. 30.4 g (97% of theory) of 1-(2,4-dichlorophenyl)-1-methylcarbamoyloxy-2-(1,2,4-triazol-1-yl)-ethane of melting point 204° C. were ob... Reactants: CCO, O=C1c2ccccc2C(=O)N1C(CF)Cc1ccccc1, NN, O. Yields the product NC(CF)Cc1ccccc1. Reaction SMILES: [CH3:25][CH2:26][OH:27].[F:1][CH2:2][CH:3]([CH2:4][c:5]1[cH:6][cH:7][cH:8][cH:9][cH:10]1)[N:11]1[C:12](=[O:13])[c:14]2[c:15]([cH:16][cH:17][cH:18][cH:19]2)[C:20]1=[O:21].[NH2:23][NH2:24].[OH2:22]>>[F:1][CH2:2][CH:3]([CH2:4][c:5]1[cH:6][cH:7][cH:8][cH:9][cH:10]1)[NH2:11]. Isolated yield 54.6%. The solvent is C1CCOC1.CO.O (THF methanol water). Reactants: Cl.FC=1C=C(CN2N=CC(=C2)C2=CN(C3=NC=C(C=C32)C3=CC=C(C=C3)C3CCNCC3)S(=O)(=O)C3=CC=C(C)C=C3)C=CC1 (3-(1-(3-fluorobenzyl)-1H-pyrazol-4-yl)-5-(4-(piperidin-4-yl)phenyl)-1-tosyl-1H-pyrrolo[2,3-b]pyridine hydrochloride), FC=1C(=NC=C(C1)C=1C=C2C(=NC1)N(C=C2C=2C=NN(C2)CC2=CC(=CC=C2)F)S(=O)(=O)C2=CC=C(C)C=C2)N2CCN(CC2)C[C@H](C)O ((S)-1-(4-(3-fluoro-5-(3-(1-(3-fluorobenzyl)-1H-pyrazol-4-yl)-1-tosyl-1H-pyrrolo[2,3-b]pyridin-5-yl)pyridin-2-yl)piperazin-1-yl) propan-2-ol), [OH-].[Li+] (lithium hydroxide). Procedure: Using similar reaction conditions as described in step-iii of example-1, (S)-1-(4-(3-fluoro-5-(3-(1-(3-fluorobenzyl)-1H-pyrazol-4-yl)-1-tosyl-1H-pyrrolo[2,3-b]pyridin-5-yl)pyridin-2-yl)piperazin-1-yl) propan-2-ol (134 mg, 0.196 mmol) was hydrolyzed with lithium hydroxide (82 mg, 1.964 mmol) in THF/methanol/water (12/4/4 mL) to yield 56 mg (54.6% yield) after purification by prep TLC using 8% methanol in chloroform as eluent. 1H NMR (CD3OD, 300 MHz): δ 8.449-8.442 (d, 1H), 8.35-8.32 (m, 2H), 8.23... RXN SMILES: Cl.FC1C=C(C=CC=1)CN1C=C(C2C3C(=NC=C(C4C=CC(C5CCNCC5)=CC=4)C=3)N(S(C3C=CC(C)=CC=3)(=O)=O)C=2)C=N1.[F:46][C:47]1[C:48]([N:85]2[CH2:90][CH2:89][N:88]([CH2:91][C@@H:92]([OH:94])[CH3:93])[CH2:87][CH2:86]2)=[N:49][CH:50]=[C:51]([C:53]2[CH:54]=[C:55]3[C:61]([C:62]4[CH:63]=[N:64][N:65]([CH2:67][C:68]5[CH:73]=[CH:72][CH:71]=[C:70]([F:74])[CH:69]=5)[CH:66]=4)=[CH:60][N:59](S(C4C=CC(C)=CC=4)(=O)=O)[C:56]3=[N:57][CH:58]=2)[CH:52]=1.[OH-].[Li+]>C1COCC1.CO.O>[F:46][C:47]1[C:48]([N:85]2[CH2:90][CH2:89][N:88]([CH2:91][C@@H:92]([OH:94])[CH3:93])[CH2:87][CH2:86]2)=[N:49][CH:50]=[C:51]([C:53]2[CH:54]=[C:55]3[C:61]([C:62]4[CH:63]=[N:64][N:65]([CH2:67][C:68]5[CH:73]=[CH:72][CH:71]=[C:70]([F:74])[CH:69]=5)[CH:66]=4)=[CH:60][NH:59][C:56]3=[N:57][CH:58]=2)[CH:52]=1 |f:0.1,3.4,5.6.7|. The product is FC=1C(=NC=C(C1)C=1C=C2C(=NC1)NC=C2C=2C=NN(C2)CC2=CC(=CC=C2)F)N2CCN(CC2)C[C@H](C)O ((S)-1-(4-(3-fluoro-5-(3-(1-(3-fluorobenzyl)-1H-pyrazol-4-yl)-1H-pyrrolo[2,3-b]pyridin-5-yl)pyridin-2-yl)piperazin-1-yl)propan-2-ol). The solvent is O (water), O (water), O (water). Product: C1(=CC=CC=C1)C1=CC=CC=C1 (biphenyl). Reported procedure: 4 Grams of polychorinated biphenyl transformer oil (ASKAREL) containing approximately up to 70% PCBs was dissolved in 25 ml of tetrahydrofuran and mixed with 25 g potassium carbonate dissolved in 50 ml water, and 0.5 g of 5% palladium on carbon. The mixture was stirred and warmed to 50° C. To this mixture, while stirring, was added a solution of 10 g sodium hypophosphite monohydrate in 20 ml water dropwise over a period of one hour. Subsequently, an additional 5 g of sodium hypophosphite monohyd... RXN SMILES: C(=O)([O-])[O-].[K+].[K+].O.[PH2]([O-])=O.[Na+].O1[CH2:16][CH2:15][CH2:14][CH2:13]1>O.[Pd]>[C:13]1([C:14]2[CH:13]=[CH:16][CH:15]=[CH:16][CH:15]=2)[CH:14]=[CH:13][CH:16]=[CH:15][CH:14]=1 |f:0.1.2,3.4.5|. The reagents and catalysts are [Pd] (palladium on carbon). Starting materials: O.[PH2](=O)[O-].[Na+] (sodium hypophosphite monohydrate), O1CCCC1 (tetrahydrofuran), polychorinated biphenyl, PCBs, C([O-])([O-])=O.[K+].[K+] (potassium carbonate), O.[PH2](=O)[O-].[Na+] (sodium hypophosphite monohydrate). Conditions: temperature 50 celsius. Starting materials: CC(=O)[O-], CC(=O)[O-], C=CCn1c(N)nc(-c2cccc(F)c2)c(-c2ccc(=O)[nH]c2)c1=O, CN(C)C=O, [Cu+2], OB(O)c1ccccc1, c1ccncc1. Yields the product C=CCn1c(N)nc(-c2cccc(F)c2)c(-c2ccc(=O)n(-c3ccccc3)c2)c1=O. RXN SMILES: [C:41]([O-:42])(=[O:43])[CH3:44].[C:46]([O-:47])(=[O:48])[CH3:49].[CH2:1]([CH:2]=[CH2:3])[n:4]1[c:5]([NH2:25])[n:6][c:7](-[c:18]2[cH:19][c:20]([F:24])[cH:21][cH:22][cH:23]2)[c:8](-[c:11]2[cH:12][nH:13][c:14](=[O:17])[cH:15][cH:16]2)[c:9]1=[O:10].[CH3:50][N:51]([CH3:52])[CH:53]=[O:54].[Cu+2:45].[OH:26][B:27]([OH:28])[c:29]1[cH:30][cH:31][cH:32][cH:33][cH:34]1.[cH:35]1[cH:36][cH:37][n:38][cH:39][cH:40]1>>[CH2:1]([CH:2]=[CH2:3])[n:4]1[c:5]([NH2:25])[n:6][c:7](-[c:18]2[cH:19][c:20]([F:24])[cH:21][cH:22][cH:23]2)[c:8](-[c:11]2[cH:12][n:13](-[c:29]3[cH:30][cH:31][cH:32][cH:33][cH:34]3)[c:14](=[O:17])[cH:15][cH:16]2)[c:9]1=[O:10].